describe an organic reaction: reactants, conditions, products, and yield From a dataset of the Open Reaction Database (ORD), a public repository of structured organic reaction records. Reactants: CO, COc1cc(C=C(CCCOC2CCCCO2)C(=O)NCc2cccc(-c3ccccc3)c2)ccc1-n1cnc(C)c1. The product is COc1cc(C=C(CCCO)C(=O)NCc2cccc(-c3ccccc3)c2)ccc1-n1cnc(C)c1. RXN SMILES: [CH3:43][OH:44].[c:1]1(-[c:37]2[cH:38][cH:39][cH:40][cH:41][cH:42]2)[cH:2][c:3]([CH2:7][NH:8][C:9]([C:10]([CH2:11][CH2:12][CH2:13][O:14][CH:15]2[CH2:16][CH2:17][CH2:18][CH2:19][O:20]2)=[CH:21][c:22]2[cH:23][c:24]([O:34][CH3:35])[c:25](-[n:28]3[cH:29][n:30][c:31]([CH3:33])[cH:32]3)[cH:26][cH:27]2)=[O:36])[cH:4][cH:5][cH:6]1>>[c:1]1(-[c:37]2[cH:38][cH:39][cH:40][cH:41][cH:42]2)[cH:2][c:3]([CH2:7][NH:8][C:9]([C:10]([CH2:11][CH2:12][CH2:13][OH:14])=[CH:21][c:22]2[cH:23][c:24]([O:34][CH3:35])[c:25](-[n:28]3[cH:29][n:30][c:31]([CH3:33])[cH:32]3)[cH:26][cH:27]2)=[O:36])[cH:4][cH:5][cH:6]1. Reactants: COC1=CC=C(C=C1N)NC(C)=O (6-methoxy-3-acetylamino-aniline), Cl (hydrochloric acid), O (water), C(C)(=O)NC1=C(C=CC(=C1)NC(C)=O)OC (2,4-bisacetylamino-anisole). Run in CO (methanol). The product is Cl.COC1=CC=C(C=C1N)NC(C)=O (6-methoxy-3-acetylamino-aniline hydrochloride). Isolated yield 96.8%. As a reaction SMILES: [CH3:1][O:2][C:3]1[C:8]([NH2:9])=[CH:7][C:6]([NH:10][C:11](=[O:13])[CH3:12])=[CH:5][CH:4]=1.O.C(NC1C=C(NC(=O)C)C=CC=1OC)(=O)C.[ClH:31]>CO>[ClH:31].[CH3:1][O:2][C:3]1[C:8]([NH2:9])=[CH:7][C:6]([NH:10][C:11](=[O:13])[CH3:12])=[CH:5][CH:4]=1 |f:5.6|. Procedure: 180 parts of a black crude 6-methoxy-3-acetylamino-aniline (prepared by the procedure of European Pat. No. 0,011,048, but with the addition of 10% of water before the hydrogenation and with an increase in the acetylation temperature to 20°-25° C., which resulted in less smooth reduction of the nitro groups and significantly lower selectivity in the monoacetylation), which, according to HPLC, contained, in addition to 124 parts of target product and 22 parts of 2,4-bisacetylamino-anisole, conside... Reactants: NC1=CC=C(C=C1)CC(=O)OC (4-aminobenzeneacetic acid, methyl ester), CS(=O)(=O)Cl (methanesulfonyl chloride). The solvent is N1=CC=CC=C1 (pyridine). The product is CS(=O)(=O)NC1=CC=C(C=C1)CC(=O)OC (4-[(Methylsulfonyl)amino]benzeneacetic acid, methyl ester). As a reaction SMILES: [NH2:1][C:2]1[CH:7]=[CH:6][C:5]([CH2:8][C:9]([O:11][CH3:12])=[O:10])=[CH:4][CH:3]=1.[CH3:13][S:14](Cl)(=[O:16])=[O:15]>N1C=CC=CC=1>[CH3:13][S:14]([NH:1][C:2]1[CH:3]=[CH:4][C:5]([CH2:8][C:9]([O:11][CH3:12])=[O:10])=[CH:6][CH:7]=1)(=[O:16])=[O:15]. Procedure: In a manner similar to preparation 3, react 4-aminobenzeneacetic acid, methyl ester with methanesulfonyl chloride, and pyridine to obtain the title compound. Starting materials: CC1=CC=C(C=C1)S(=O)(=O)OC[C@H]1COC2=C(O1)C(=C(C=C2)NC(=O)OCC2=CC=CC=C2)C=CC ({(2R)-7-{[(benzyloxy)carbonyl]amino}-8-[1-propenyl]-2,3-dihydro-1,4-benzodioxin-2-yl}methyl 4-methylbenzenesulfonate), O1CCCC1 (tetrahydrofuran). Reagents/catalysts: O=[Os](=O)(=O)=O (OsO4). Run in O (Water), O (water). Run at time 8 hour. The product is CC1=CC=C(C=C1)S(=O)(=O)OCC1COC2=C(O1)C(=C(C=C2)NC(=O)OCC2=CC=CC=C2)C=O ({7{[(Benzyloxy)carbonyl]amino}-8-formyl-2,3-dihydro-1,4-benzodioxin-2-yl}methyl 4-methylbenzenesulfonate). As a reaction SMILES: [CH3:1][C:2]1[CH:7]=[CH:6][C:5]([S:8]([O:11][CH2:12][C@@H:13]2[O:18][C:17]3[C:19]([CH:34]=CC)=[C:20]([NH:23][C:24]([O:26][CH2:27][C:28]4[CH:33]=[CH:32][CH:31]=[CH:30][CH:29]=4)=[O:25])[CH:21]=[CH:22][C:16]=3[O:15][CH2:14]2)(=[O:10])=[O:9])=[CH:4][CH:3]=1.[O:37]1CCCC1>O.O=[Os](=O)(=O)=O>[CH3:1][C:2]1[CH:3]=[CH:4][C:5]([S:8]([O:11][CH2:12][CH:13]2[O:18][C:17]3[C:19]([CH:34]=[O:37])=[C:20]([NH:23][C:24]([O:26][CH2:27][C:28]4[CH:29]=[CH:30][CH:31]=[CH:32][CH:33]=4)=[O:25])[CH:21]=[CH:22][C:16]=3[O:15][CH2:14]2)(=[O:10])=[O:9])=[CH:6][CH:7]=1. Procedure details: To a solution {(2R)-7-{[(benzyloxy)carbonyl]amino}-8-[1-propenyl]-2,3-dihydro-1,4-benzodioxin-2-yl}methyl 4-methylbenzenesulfonate (4.5 g, 8.84 mmole) in tetrahydrofuran (225 mL) was added OsO4 (1.65 mL, 0.270 mmole). Then a solution of NalO4 (9.45 g, 44.2 mmole) in water (100 mL) was added dropwise. The reaction was stirred at room temperature under nitrogen overnight. Water (250 mL) was added to the mixture and it was then extracted with ethyl acetate. The organic phase was then washed with br... Starting materials: COc1cc2c(Cl)ncnc2cc1OCc1ccccc1, CC#N, Nc1cccc(Cl)c1F, Cl, C1COCCO1. The product is COc1cc2c(Nc3cccc(Cl)c3F)ncnc2cc1OCc1ccccc1, Cl. RXN SMILES: [CH2:2]([c:3]1[cH:4][cH:5][cH:6][cH:7][cH:8]1)[O:9][c:10]1[c:11]([O:21][CH3:22])[cH:12][c:13]2[c:14]([Cl:20])[n:15][cH:16][n:17][c:18]2[cH:19]1.[CH3:38][C:39]#[N:40].[Cl:23][c:24]1[c:25]([F:31])[c:26]([NH2:27])[cH:28][cH:29][cH:30]1.[ClH:1].[O:32]1[CH2:33][CH2:34][O:35][CH2:36][CH2:37]1>>[CH2:2]([c:3]1[cH:4][cH:5][cH:6][cH:7][cH:8]1)[O:9][c:10]1[c:11]([O:21][CH3:22])[cH:12][c:13]2[c:14]([NH:27][c:26]3[c:25]([F:31])[c:24]([Cl:23])[cH:30][cH:29][cH:28]3)[n:15][cH:16][n:17][c:18]2[cH:19]1.[ClH:20]. Starting materials: C[C@@H](N)C1=CC=CC=C1 ((+)-(R)-α-methylbenzenemethanamine), ice water, C(=O)([O-])[O-].[Na+].[Na+] (Na2CO3), BrCCN1N=CN(C1=O)C1=CC=C(C=C1)N1CCN(CC1)C1=CC=C(C=C1)O (2-(2-bromoethyl)-2,4-dihydro-4-[4-[4-(4-hydroxyphenyl)-1-piperazinyl]phenyl]-3H -1,2,4-triazol-3-one). Run in CN1C(CCC1)=O (1-methyl-2-pyrrolidinone), CN1C(CCC1)=O (1-methyl-2-pyrrolidinone). Reaction conditions: temperature 60 celsius. Yields the product OC1=CC=C(C=C1)N1CCN(CC1)C1=CC=C(C=C1)N1C(N(N=C1)CCN[C@H](C)C1=CC=CC=C1)=O ((R)-2,4-dihydro4-[4-[4-(4-hydroxyphenyl)-1-piperazinyl]phenyl]-2-[2-[(1-phenylethyl)amino]ethyl]-3H-1,2,4-Triazol-3-one). Yield: 75.7%. As a reaction SMILES: C([O-])([O-])=O.[Na+].[Na+].Br[CH2:8][CH2:9][N:10]1[C:14](=[O:15])[N:13]([C:16]2[CH:21]=[CH:20][C:19]([N:22]3[CH2:27][CH2:26][N:25]([C:28]4[CH:33]=[CH:32][C:31]([OH:34])=[CH:30][CH:29]=4)[CH2:24][CH2:23]3)=[CH:18][CH:17]=2)[CH:12]=[N:11]1.[CH3:35][C@H:36]([C:38]1[CH:43]=[CH:42][CH:41]=[CH:40][CH:39]=1)[NH2:37]>CN1CCCC1=O>[OH:34][C:31]1[CH:32]=[CH:33][C:28]([N:25]2[CH2:26][CH2:27][N:22]([C:19]3[CH:20]=[CH:21][C:16]([N:13]4[CH:12]=[N:11][N:10]([CH2:9][CH2:8][NH:37][C@@H:36]([C:38]5[CH:43]=[CH:42][CH:41]=[CH:40][CH:39]=5)[CH3:35])[C:14]4=[O:15])=[CH:17][CH:18]=3)[CH2:23][CH2:24]2)=[CH:29][CH:30]=1 |f:0.1.2|. Procedure details: Reaction under N2 atmosphere. Na2CO3 (0.01 mol) was added to a mixture of 2-(2-bromoethyl)-2,4-dihydro-4-[4-[4-(4-hydroxyphenyl)-1-piperazinyl]phenyl]-3H -1,2,4-triazol-3-one (0.0054 mol) in 1-methyl-2-pyrrolidinone (25 ml). This mixture was stirred at 60° C. A solution of (+)-(R)-α-methylbenzenemethanamine (0.0065 mol) in 1-methyl-2-pyrrolidinone (25 ml) was added dropwise and the resulting reaction mixture was stirred overnight at 60° C. The reaction mixture was cooled, poured out into ice-wat... The reactants are C1(CCCCC1)C(C1=C(OC(=C1)C1=CC=C(C=C1)F)C)NC=1C=CC(=NC1)C(=O)O (5-({cyclohexyl[5-(4-fluorophenyl)-2-methylfuran-3-yl]methyl}amino)pyridine-2-carboxylic acid), Cl.NCCC(=O)OCC (ethyl β-alaninate hydrochloride), Cl.C(C)N=C=NCCCN(C)C (1-ethyl-3-(3-dimethylaminopropyl)carbodiimide hydrochloride), O.OC1=CC=CC=2NN=NC21 (hydroxybenzotriazole monohydrate). Run in C(C)(=O)OCC (Ethyl acetate), CN(C=O)C (N,N-dimethylformamide), C(C)N(CC)CC (triethylamine). Reaction conditions: time 4 hour. Yields the product C1(CCCCC1)C(C1=C(OC(=C1)C1=CC=C(C=C1)F)C)NC=1C=CC(=NC1)C(=O)NCCC(=O)OCC (ethyl 3-({[5-({cyclohexyl[5-(4-fluorophenyl)-2-methylfuran-3-yl]methyl}amino)pyridin-2-yl]carbonyl}amino)propanoate). The yield is 60.4%. As a reaction SMILES: [CH:1]1([CH:7]([NH:21][C:22]2[CH:23]=[CH:24][C:25]([C:28](O)=[O:29])=[N:26][CH:27]=2)[C:8]2[CH:12]=[C:11]([C:13]3[CH:18]=[CH:17][C:16]([F:19])=[CH:15][CH:14]=3)[O:10][C:9]=2[CH3:20])[CH2:6][CH2:5][CH2:4][CH2:3][CH2:2]1.Cl.[NH2:32][CH2:33][CH2:34][C:35]([O:37][CH2:38][CH3:39])=[O:36].Cl.C(N=C=NCCCN(C)C)C.O.OC1C2N=NNC=2C=CC=1>C(OCC)(=O)C.CN(C)C=O.C(N(CC)CC)C>[CH:1]1([CH:7]([NH:21][C:22]2[CH:23]=[CH:24][C:25]([C:28]([NH:32][CH2:33][CH2:34][C:35]([O:37][CH2:38][CH3:39])=[O:36])=[O:29])=[N:26][CH:27]=2)[C:8]2[CH:12]=[C:11]([C:13]3[CH:14]=[CH:15][C:16]([F:19])=[CH:17][CH:18]=3)[O:10][C:9]=2[CH3:20])[CH2:6][CH2:5][CH2:4][CH2:3][CH2:2]1 |f:1.2,3.4,5.6|. Reported procedure: A mixture of 3-[chloro(cyclohexyl)methyl]-5-(4-fluorophenyl)-2-methylfuran (1.3 g), methy 5-aminopyridine-2-carboxylate (0.7 g), sodium carbonate (0.5 g) and sodium iodide (1.4 g) in N,N-dimethylacetamide (20 mL) was stirred at 80° C. for 10 hr. The reaction mixture was poured into water, and the mixture was extracted with ethyl acetate. The organic layer was washed with saturated brine, and dried over magnesium sulfate. The solvent was evaporated under reduced pressure, and the residue was diss... Starting materials: C([O-])([O-])=O.[K+].[K+] (potassium carbonate), BrC(C(=O)OCC)C (ethyl 2-bromopropionate), O=CC1=C(O)C(OC)=CC=C1 (o-vanillin). The solvent is CN(C)C=O (DMF). Reaction conditions: time 19.5 hour. Yields the product C(=O)C1=C(OC(C(=O)OCC)C)C(=CC=C1)OC (Ethyl 2-(2-formyl-6-methoxyphenoxy)propionate). Yield: 93.0%. As a reaction SMILES: [O:1]=[CH:2][C:3]1[CH:11]=[CH:10][CH:9]=[C:6]([O:7][CH3:8])[C:4]=1[OH:5].C(=O)([O-])[O-].[K+].[K+].Br[CH:19]([CH3:25])[C:20]([O:22][CH2:23][CH3:24])=[O:21]>CN(C=O)C>[CH:2]([C:3]1[CH:11]=[CH:10][CH:9]=[C:6]([O:7][CH3:8])[C:4]=1[O:5][CH:19]([CH3:25])[C:20]([O:22][CH2:23][CH3:24])=[O:21])=[O:1] |f:1.2.3|. Reported procedure: o-vanillin (24.20 g) was dissolved in DMF (300 ml) and potassium carbonate (15.4 g) and ethyl 2-bromopropionate (24.8 ml) were added to the solution, followed by stirring the solution at room temperature for 19.5 hours. The reaction solution was filtered and the filtrate was concentrated. The obtained residue was distilled to obtain the desired compound (36.98 g, yield: 93%).